This data is from the Open Reaction Database (ORD), a public repository of structured organic reaction records. The task is: describe an organic reaction: reactants, conditions, products, and yield Reactants: C(C)(C)(C)OC(=O)[N-]S(=O)(=O)N1C=CC(C=C1)=[N+](C)C (N-tert-butoxycarbonyl-N-[4-(dimethylazaniumylidene)-1,4-dihydropyridin-1-ylsulfonyl]azanide), CNCC1=CC=CC=C1 (methylbenzylamine). Solvent: C(Cl)Cl (CH2Cl2). Conditions: time 2 hour. Product: N,N-dialkyl sulfamides, C(C1=CC=CC=C1)N(S(=O)(=O)NC(OC(C)(C)C)=O)C (tert-butyl {[benzyl(methyl)amino]sulfonyl}carbamate). Isolated yield 61.0%. As a reaction SMILES: [C:1]([O:5][C:6]([N-:8][S:9](N1C=CC(=[N+](C)C)C=C1)(=[O:11])=[O:10])=[O:7])([CH3:4])([CH3:3])[CH3:2].[CH3:21][NH:22][CH2:23][C:24]1[CH:29]=[CH:28][CH:27]=[CH:26][CH:25]=1>C(Cl)Cl>[CH2:23]([N:22]([CH3:21])[S:9]([NH:8][C:6](=[O:7])[O:5][C:1]([CH3:3])([CH3:2])[CH3:4])(=[O:10])=[O:11])[C:24]1[CH:29]=[CH:28][CH:27]=[CH:26][CH:25]=1. Reported procedure: N,N-dialkyl sulfamides were prepared according to the published procedures: Winum, J-Y; Toupet, L.; Barragan, V.; Dewynter, G.; Montero, J.-L. Org. Letters 2001, 3, 2241-2243 and Casini, A.; Winum, J.-Y.; Montero, J.-L.; Scozzafava, A.; Supuran, C. Bioorganic & Medicinal Chemistry Letters 2003, 13, 837-840. A flask was charged with N-tert-butoxycarbonyl-N-[4-(dimethylazaniumylidene)-1,4-dihydropyridin-1-ylsulfonyl]azanide (500 mg, 1.66 mmol) and methylbenzylamine (0.21 mL, 1.66 mmol) in 10 mL of... Starting materials: ICCCC=1C=C(C=CC1)OCC1=CC=CC=C1 (benzyl 3-(3-iodopropyl)phenyl ether), OCCC=1NC=CN1 (2-(2-hydroxyethyl)imidazole), [H-].[Na+] (sodium hydride). The product is C(C1=CC=CC=C1)OC=1C=C(C=CC1)CCCN1C(=NC=C1)CCO (2-(1-{3-[3-(benzyloxy)phenyl]propyl}-1H-imidazol-2-yl)-1-ethanol). Isolated yield 78.9%. RXN SMILES: I[CH2:2][CH2:3][CH2:4][C:5]1[CH:6]=[C:7]([O:11][CH2:12][C:13]2[CH:18]=[CH:17][CH:16]=[CH:15][CH:14]=2)[CH:8]=[CH:9][CH:10]=1.[OH:19][CH2:20][CH2:21][C:22]1[NH:23][CH:24]=[CH:25][N:26]=1.[H-].[Na+]>>[CH2:12]([O:11][C:7]1[CH:6]=[C:5]([CH2:4][CH2:3][CH2:2][N:23]2[CH:24]=[CH:25][N:26]=[C:22]2[CH2:21][CH2:20][OH:19])[CH:10]=[CH:9][CH:8]=1)[C:13]1[CH:18]=[CH:17][CH:16]=[CH:15][CH:14]=1 |f:2.3|. Procedure details: Using benzyl 3-(3-iodopropyl)phenyl ether (3.53 g), 2-(2-hydroxyethyl)imidazole (1.46 g) and 65% oily sodium hydride (0.48 g), the same reaction as Reference Example 11-(iv) was carried out to yield the titled compound (2.66 g) as a colorless oily substance. Starting materials: ClC=1C=CC2=C(C(=NC3=C(S2)C=CC=C3)N3CCNCC3)C1 (2-chloro-11-(1-piperazinyl)dibenzo[b,f][1,4]thiazepine), C(C=C)(=O)OCC (ethyl acrylate). Yields the product ClC=1C=CC2=C(C(=NC3=C(S2)C=CC=C3)N3CCN(CC3)CCC(=O)OCC)C1 (Ethyl 4-(2-Chlorodibenzo[b,f][1,4]thiazepin-11-yl)-1-piperazinepropionate). Run in C(C)O (ethanol). Isolated yield 93.9%. RXN SMILES: [Cl:1][C:2]1[CH:3]=[CH:4][C:5]2[S:11][C:10]3[CH:12]=[CH:13][CH:14]=[CH:15][C:9]=3[N:8]=[C:7]([N:16]3[CH2:21][CH2:20][NH:19][CH2:18][CH2:17]3)[C:6]=2[CH:22]=1.[C:23]([O:27][CH2:28][CH3:29])(=[O:26])[CH:24]=[CH2:25]>C(O)C>[Cl:1][C:2]1[CH:3]=[CH:4][C:5]2[S:11][C:10]3[CH:12]=[CH:13][CH:14]=[CH:15][C:9]=3[N:8]=[C:7]([N:16]3[CH2:21][CH2:20][N:19]([CH2:25][CH2:24][C:23]([O:27][CH2:28][CH3:29])=[O:26])[CH2:18][CH2:17]3)[C:6]=2[CH:22]=1. Procedure details: A mixture of 3.30 g of 2-chloro-11-(1-piperazinyl)dibenzo[b,f][1,4]thiazepine and 1.20 g of ethyl acrylate in 17 ml of ethanol was refluxed for 3 hrs. The reaction mixture was concentrated and the residue was chromatographed on silica gel using a mixture of n-hexane and ethyl acetate (1:1) as an eluent to give 4.04 g of yellow crystals, which were recrystallized from isopropyl ether to give colorless needles, mp 79°-80° C. The reactants are [H-].[Na+] (Sodium hydride), NC1=CC=C(C=C1)C1=CC=C(C=C1)C#N (4′-amino-(1,1′-Biphenyl)-4-carbonitrile), BrCCCCO (4-bromo-1-hydroxybutane). Solvent: CN(C=O)C (dimethyl formamide). Product: OCCCCNC1=CC=C(C=C1)C1=CC=C(C=C1)C#N (4′-(4-hydroxybutylamino)-(1,1′-Biphenyl)-4-carbonitrile). As a reaction SMILES: [NH2:1][C:2]1[CH:7]=[CH:6][C:5]([C:8]2[CH:13]=[CH:12][C:11]([C:14]#[N:15])=[CH:10][CH:9]=2)=[CH:4][CH:3]=1.[H-].[Na+].Br[CH2:19][CH2:20][CH2:21][CH2:22][OH:23]>CN(C)C=O>[OH:23][CH2:22][CH2:21][CH2:20][CH2:19][NH:1][C:2]1[CH:3]=[CH:4][C:5]([C:8]2[CH:13]=[CH:12][C:11]([C:14]#[N:15])=[CH:10][CH:9]=2)=[CH:6][CH:7]=1 |f:1.2|. Procedure: 4′-amino-(1,1′-Biphenyl)-4-carbonitrile is dissolved in dimethyl formamide. Sodium hydride is added to the solution followed by 4-bromo-1-hydroxybutane to provide 4′-(4-hydroxybutylamino)-(1,1′-Biphenyl)-4-carbonitrile. 4′-(4-hydroxybutylamino)-(1,1′-Biphenyl)-4-carbonitrile is suspended in dichloromethane. Reactants: BrC=1C=C(C=CC1)O (3-bromophenol), C(C1=CC=CC=C1)Cl (benzylchloride), C(=O)([O-])[O-].[K+].[K+] (K2CO3). Run in CN(C)C=O (DMF). Product: C(C1=CC=CC=C1)OC=1C=C(C=CC1)Br (3-Benzyloxy-bromobenzene). Reaction SMILES: [Br:1][C:2]1[CH:3]=[C:4]([OH:8])[CH:5]=[CH:6][CH:7]=1.[CH2:9](Cl)[C:10]1[CH:15]=[CH:14][CH:13]=[CH:12][CH:11]=1.C([O-])([O-])=O.[K+].[K+]>CN(C=O)C>[CH2:9]([O:8][C:4]1[CH:3]=[C:2]([Br:1])[CH:7]=[CH:6][CH:5]=1)[C:10]1[CH:15]=[CH:14][CH:13]=[CH:12][CH:11]=1 |f:2.3.4|. Reported procedure: A slurry of 3-bromophenol 100 g (580 mmol), benzylchloride 80 g (700 mmol), and K2CO3 168 g (1210 mmol) in 2 L of DMF was stirred for sixteen hour at ambient temperature. The reaction mixture was filtered and evaporated to dryness. The solid was partioned between CHCl3 and water. The organic layer was separated, washed twice with brine, and dried by filtration through anhydrous Na2SO4. The solution was evaporated to dryness. This yielded 142.5 g of the title compound as a white solid. Starting materials: C12(CCCC3=CC=CC=C13)CCC(CC2)=O (3',4'-dihydrospiro[cyclohexane-1,1'(2'H)-naphthalen]-4-one), [BH4-].[Na+] (sodium borohydride). Run in C(C)O (ethanol). The product is C12(CCCC3=CC=CC=C13)CCC(CC2)O (3',4'-dihydrospiro[cyclohexane-1,1'(2H)naphthalen]-4-ol). RXN SMILES: [C:1]12([CH2:15][CH2:14][C:13](=[O:16])[CH2:12][CH2:11]1)[C:10]1[C:5](=[CH:6][CH:7]=[CH:8][CH:9]=1)[CH2:4][CH2:3][CH2:2]2.[BH4-].[Na+]>C(O)C>[C:1]12([CH2:11][CH2:12][CH:13]([OH:16])[CH2:14][CH2:15]1)[C:10]1[C:5](=[CH:6][CH:7]=[CH:8][CH:9]=1)[CH2:4][CH2:3][CH2:2]2 |f:1.2|. Reported procedure: A 3',4'-dihydrospiro[cyclohexane-1,1'(2'H)-naphthalen]-4-one (r) produced in step (10) has its 4-keto function reduced, e.g., by mixing said compound in a solvent such as ethanol with sodium borohydride at moderate (room) temperature for from about 3 to about 8 hours, to produce a corresponding 3',4'-dihydrospiro[cyclohexane-1,1'(2H)naphthalen]-4-ol (s). The reactants are ICCC (1-iodopropane), C(=O)(C(F)(F)F)O (TFA), C(=O)(OC(C)(C)C)N1C[C@H](OCC1)CC1=CC(=C(C=C1)O)Br (N-BOC-(R)-2-(3-bromo-4-hydroxybenzyl)morpholine), C(=O)(OC(C)(C)C)N1C[C@H](OCC1)CC1=CC(=CC=C1)C=CC=1C=NC=CC1 (N-Boc-(R)-2-(3-(2-(3-pyridinyl)vinyl)-benzyl)morpholine). The product is BrC=1C=C(C[C@@H]2CNCCO2)C=CC1OCCC ((R)-2-(3-Bromo-4-propoxy-benzyl)-morpholine), example 63. Isolated yield 64.0%. RXN SMILES: C([N:8]1[CH2:13][CH2:12][O:11][C@H:10]([CH2:14][C:15]2[CH:20]=[CH:19][C:18]([OH:21])=[C:17]([Br:22])[CH:16]=2)[CH2:9]1)(OC(C)(C)C)=O.C(N1CCO[C@H](CC2C=CC=C(C=CC3C=NC=CC=3)C=2)C1)(O[C:26](C)([CH3:28])[CH3:27])=O.ICCC.C(O)(C(F)(F)F)=O>>[Br:22][C:17]1[CH:16]=[C:15]([CH:20]=[CH:19][C:18]=1[O:21][CH2:27][CH2:26][CH3:28])[CH2:14][C@H:10]1[O:11][CH2:12][CH2:13][NH:8][CH2:9]1. Procedure: Example 63 was prepared using the same procedure as described for example 4, starting from N-BOC-(R)-2-(3-bromo-4-hydroxybenzyl)morpholine, example 4, intermediate (a), and 1-iodopropane. The resulting intermediate was deprotected with TFA as described for example 4 to yield the desired morpholine example 63 as a colorless oil (27 mg, 64% over 2 steps) after purification by HPLC. The product is CCCCc1nc(Cl)c(CN)n1Cc1ccc(-c2ccccc2C(=O)O)cc1. Starting materials: CO, Cl, [K+], CCCCc1nc(Cl)c(CN)n1Cc1ccc(-c2ccccc2C(=O)OC)cc1, [OH-], O. RXN SMILES: [CH3:34][OH:35].[ClH:32].[K+:31].[NH2:1][CH2:2][c:3]1[c:4]([Cl:29])[n:5][c:6]([CH2:25][CH2:26][CH2:27][CH3:28])[n:7]1[CH2:8][c:9]1[cH:10][cH:11][c:12](-[c:15]2[c:16]([C:21](=[O:22])[O:23][CH3:24])[cH:17][cH:18][cH:19][cH:20]2)[cH:13][cH:14]1.[OH-:30].[OH2:33]>>[NH2:1][CH2:2][c:3]1[c:4]([Cl:29])[n:5][c:6]([CH2:25][CH2:26][CH2:27][CH3:28])[n:7]1[CH2:8][c:9]1[cH:10][cH:11][c:12](-[c:15]2[c:16]([C:21](=[O:22])[OH:23])[cH:17][cH:18][cH:19][cH:20]2)[cH:13][cH:14]1.